This data is from the Open Reaction Database (ORD), a public repository of structured organic reaction records. The task is: describe an organic reaction: reactants, conditions, products, and yield Starting materials: BrC1=NN(C(=C1)C(=O)OCC)C1=NC=C(C=C1Cl)Cl (ethyl 3-bromo-1-(3,5-dichloropyridin-2-yl)-1H-pyrazole-5-carboxylate), CO (methanol), [OH-].[Na+] (sodium hydroxide). Run in O (water). Run at time 1 hour. Product: BrC1=NN(C(=C1)C(=O)O)C1=NC=C(C=C1Cl)Cl (3-bromo-1-(3,5-dichloropyridin-2-yl)-1H-pyrazole-5-carboxylic acid). The yield is 52.3%. As a reaction SMILES: [Br:1][C:2]1[CH:6]=[C:5]([C:7]([O:9]CC)=[O:8])[N:4]([C:12]2[C:17]([Cl:18])=[CH:16][C:15]([Cl:19])=[CH:14][N:13]=2)[N:3]=1.CO.[OH-].[Na+]>O>[Br:1][C:2]1[CH:6]=[C:5]([C:7]([OH:9])=[O:8])[N:4]([C:12]2[C:17]([Cl:18])=[CH:16][C:15]([Cl:19])=[CH:14][N:13]=2)[N:3]=1 |f:2.3|. Procedure: To a 100 mL flask, ethyl 3-bromo-1-(3,5-dichloropyridin-2-yl)-1H-pyrazole-5-carboxylate (2.0 g, 5.5 mmol), methanol (10 mL), water (10 mL) and sodium hydroxide (0.3 g, 5.5 mmol) were added. After being stirred at room temperature for 1 hour, the mixture reacted completely. The reaction mixture was concentrated by rotary evaporator to about 10 mL as a dark brown solution. Then water (40 mL) was added into the dark brown solution. The aqueous solution was extracted with ethyl ether (50 mL) and aci... The reactants are OC=1C=C(C(=O)OC)C=C(C1)O[C@@H]1C(N(CC1)C)=O (methyl 3-hydroxy-5-[(3S)-1-methyl-2-oxo-pyrrolidin-3-yl]oxy-benzoate), OC=1C=C(C(=O)OC)C=C(C1)O[C@@H]1C(N(CC1)C)=O (methyl 3-hydroxy-5-[(3S)-1-methyl-2-oxo-pyrrolidin-3-yl]oxy-benzoate), N1(CCC1)C(=O)C1=CC(=C(C=C1)F)Cl (azetidin-1-yl-(3-chloro-4-fluoro-phenyl)methanone), C([O-])([O-])=O.[K+].[K+] (potassium carbonate), C[Si](C)(C)C=[N+]=[N-] ((trimethylsilyl)diazomethane). The reagents and catalysts are C(C)(=O)O (acetic acid). Solvent: CC(=O)N(C)C (DMA), CO (methanol). Conditions: time 30 minute. Product: N1(CCC1)C(=O)C1=CC(=C(OC=2C=C(C(=O)OC)C=C(C2)O[C@@H]2C(N(CC2)C)=O)C=C1)Cl (Methyl 3-[4-(azetidine-1-carbonyl)-2-chloro-phenoxy]-5-[(3S)-1-methyl-2-oxo-pyrrolidin-3-yl]oxy-benzoate). Isolated yield 83.0%. RXN SMILES: [OH:1][C:2]1[CH:3]=[C:4]([CH:9]=[C:10]([O:12][C@H:13]2[CH2:17][CH2:16][N:15]([CH3:18])[C:14]2=[O:19])[CH:11]=1)[C:5]([O:7][CH3:8])=[O:6].[N:20]1([C:24]([C:26]2[CH:31]=[CH:30][C:29](F)=[C:28]([Cl:33])[CH:27]=2)=[O:25])[CH2:23][CH2:22][CH2:21]1.C(=O)([O-])[O-].[K+].[K+].C[Si](C=[N+]=[N-])(C)C>CC(N(C)C)=O.C(O)(=O)C.CO>[N:20]1([C:24]([C:26]2[CH:31]=[CH:30][C:29]([O:1][C:2]3[CH:3]=[C:4]([CH:9]=[C:10]([O:12][C@H:13]4[CH2:17][CH2:16][N:15]([CH3:18])[C:14]4=[O:19])[CH:11]=3)[C:5]([O:7][CH3:8])=[O:6])=[C:28]([Cl:33])[CH:27]=2)=[O:25])[CH2:23][CH2:22][CH2:21]1 |f:2.3.4|. Reported procedure: A mixture of methyl 3-hydroxy-5-[(3S)-1-methyl-2-oxo-pyrrolidin-3-yl]oxy-benzoate (Intermediate 8) (265 mg, 1 mmol), azetidin-1-yl-(3-chloro-4-fluoro-phenyl)methanone (CAS no. 863454-79-9) (320 mg, 1.5 mmol) and potassium carbonate (276 mg, 2.0 mmol) in DMA (10 mL) was stirred at 120° C. for 16 hours. The solution was evaporated under reduced pressure. The residue was dissolved in ethyl acetate (50 mL), washed with water (3×20 mL), dried (MgSO4), filtered and the solvent removed under reduced pr... The reactants are FC(C=1C=C(CN(C2=NC=C(C=N2)OCCCC(=O)O)CC2=C(C=CC(=C2)C(F)(F)F)N(CC)C(CCC)=O)C=C(C1)C(F)(F)F)(F)F (4-(2-{(3,5-bis-trifluoromethyl-benzyl)-[2-(butyryl-ethyl-amino)-5-trifluoromethyl-benzyl]-amino}-pyrimidin-5-yloxy)-butyric acid), [OH-].[Na+] (sodium hydroxide). Procedure details: Ethyl 4-(2-{(3,5-bis-trifluoromethyl-benzyl)-[2-(butyryl-ethyl-amino)-5-trifluoromethyl-benzyl]-amino}-pyrimidin-5-yloxy)-butyrate (78 mg) is dissolved in ethanol (1 ml) and thereto is added a 2N-aqueous sodium hydroxide solution (162 μl) and the mixture is stirred at room temperature for 3 hours. Thereto are added ethyl acetate and a 1N-hydrochloric acid, and the mixture is separated, and the organic layer is washed with a saturated brine, dried over magnesium sulfate, and concentrated under re... The product is [Na+].FC(C=1C=C(CN(C2=NC=C(C=N2)OCCCC(=O)[O-])CC2=C(C=CC(=C2)C(F)(F)F)N(CC)C(CCC)=O)C=C(C1)C(F)(F)F)(F)F (4-(2-{(3,5-bis-trifluoromethyl-benzyl)-[2-(butyryl-ethyl-amino)-5-trifluoromethyl-benzyl]-amino}-pyrimidin-5-yloxy)-butyric acid sodium salt). Run in C(C)O (ethanol). As a reaction SMILES: [F:1][C:2]([F:48])([F:47])[C:3]1[CH:4]=[C:5]([CH:40]=[C:41]([C:43]([F:46])([F:45])[F:44])[CH:42]=1)[CH2:6][N:7]([CH2:21][C:22]1[CH:27]=[C:26]([C:28]([F:31])([F:30])[F:29])[CH:25]=[CH:24][C:23]=1[N:32]([C:35](=[O:39])[CH2:36][CH2:37][CH3:38])[CH2:33][CH3:34])[C:8]1[N:13]=[CH:12][C:11]([O:14][CH2:15][CH2:16][CH2:17][C:18]([OH:20])=[O:19])=[CH:10][N:9]=1.[OH-].[Na+:50]>C(O)C>[Na+:50].[F:48][C:2]([F:1])([F:47])[C:3]1[CH:4]=[C:5]([CH:40]=[C:41]([C:43]([F:44])([F:45])[F:46])[CH:42]=1)[CH2:6][N:7]([CH2:21][C:22]1[CH:27]=[C:26]([C:28]([F:31])([F:30])[F:29])[CH:25]=[CH:24][C:23]=1[N:32]([C:35](=[O:39])[CH2:36][CH2:37][CH3:38])[CH2:33][CH3:34])[C:8]1[N:9]=[CH:10][C:11]([O:14][CH2:15][CH2:16][CH2:17][C:18]([O-:20])=[O:19])=[CH:12][N:13]=1 |f:1.2,4.5|.